From a dataset of the Open Reaction Database (ORD), a public repository of structured organic reaction records. describe an organic reaction: reactants, conditions, products, and yield Reactants: [BH4-], CSc1ccc2c(c1)C(N1CCN(C)CC1)=Cc1cc(C)ccc1S2, COCCOCCOC, [Na+], O=C(O)C(=O)O. Yields the product CSc1ccc2c(c1)C(N1CCN(C)CC1)Cc1cc(C)ccc1S2. RXN SMILES: [BH4-:26].[CH3:1][c:2]1[cH:3][c:4]2[c:5]([cH:24][cH:25]1)[S:6][c:7]1[c:8]([cH:18][c:19]([S:22][CH3:23])[cH:20][cH:21]1)[C:9]([N:11]1[CH2:12][CH2:13][N:14]([CH3:17])[CH2:15][CH2:16]1)=[CH:10]2.[CH3:34][O:35][CH2:36][CH2:37][O:38][CH2:39][CH2:40][O:41][CH3:42].[Na+:27].[OH:28][C:29]([C:30](=[O:31])[OH:32])=[O:33]>>[CH3:1][c:2]1[cH:3][c:4]2[c:5]([cH:24][cH:25]1)[S:6][c:7]1[c:8]([cH:18][c:19]([S:22][CH3:23])[cH:20][cH:21]1)[CH:9]([N:11]1[CH2:12][CH2:13][N:14]([CH3:17])[CH2:15][CH2:16]1)[CH2:10]2. Reactants: ClC(C(C)(C)OC(=O)N1[C@H]2CN(C[C@@H]1C(=C(C2)C2=CC=C(C=C2)OCCO[Si](C)(C)C(C)(C)C)C(=O)OCC)C(=O)OC(C)(C)C)(Cl)Cl ((rac.)-(1R*,5S*)-7-{4-[2-(tert-Butyldimethylsilanyloxy)ethoxy]phenyl}-3,9-diazabicyclo[3.3.1]non-6-ene-3,6,9-tricarboxylic acid 3-tert-butyl ester 6-ethyl ester 9-(2,2,2-trichloro-1,1-dimethylethyl) ester), C(C)(=O)Cl (acetyl chloride), Cl.O1CCOCC1 (HCl dioxane), CCN(C(C)C)C(C)C (DIPEA). Reagents/catalysts: CN(C)C=1C=CN=CC1 (DMAP). Run in C(Cl)Cl (CH2Cl2), C1CCOC1 (THF), CO (MeOH). Yields the product ClC(C(C)(C)OC(=O)N1[C@H]2CN(C[C@@H]1C(=C(C2)C2=CC=C(C=C2)OCCO)C(=O)OCC)C(C)=O)(Cl)Cl ((rac.)-(1R*,5S*)-3-Acetyl-7-[4-(2-hydroxyethoxy)phenyl]-3,9-diazabicyclo-[3.3.1]non-6-ene-6,9-dicarboxylic acid 6-ethyl ester 9-(2,2,2-trichloro-1,1-dimethylethyl) ester). Reaction SMILES: [Cl:1][C:2]([Cl:48])([Cl:47])[C:3]([O:6][C:7]([N:9]1[C@H:14]2[C:15]([C:35]([O:37][CH2:38][CH3:39])=[O:36])=[C:16]([C:18]3[CH:23]=[CH:22][C:21]([O:24][CH2:25][CH2:26][O:27][Si](C(C)(C)C)(C)C)=[CH:20][CH:19]=3)[CH2:17][C@@H:10]1[CH2:11][N:12]([C:40]([O:42]C(C)(C)C)=O)[CH2:13]2)=[O:8])([CH3:5])[CH3:4].Cl.O1CCOC[CH2:51]1.CCN(C(C)C)C(C)C.C(Cl)(=O)C>CN(C1C=CN=CC=1)C.CO.C1COCC1.C(Cl)Cl>[Cl:47][C:2]([Cl:48])([Cl:1])[C:3]([O:6][C:7]([N:9]1[C@H:14]2[C:15]([C:35]([O:37][CH2:38][CH3:39])=[O:36])=[C:16]([C:18]3[CH:19]=[CH:20][C:21]([O:24][CH2:25][CH2:26][OH:27])=[CH:22][CH:23]=3)[CH2:17][C@@H:10]1[CH2:11][N:12]([C:40](=[O:42])[CH3:51])[CH2:13]2)=[O:8])([CH3:4])[CH3:5] |f:1.2|. Procedure: As for compound S1, from H7 (5.80 g, 7.73 mmol), CH2Cl2 (60 mL), 4M HCl/dioxane (60 mL), THF (50 mL), DMAP (47 mg, 0.384 mmol), DIPEA (5.29 mL, 31.7 mmol), acetyl chloride (0.604 mL, 8.08 mmol), and MeOH (5 mL). Purification of the residue by FC (EtOAc/heptane 1:1→EtOAc MeOH/EtOAc 1:9) led to the title compound (3.07 g, 69%). Rf=0.20 (EtOAc). LC-MS: Rt=4.80; ES+: 576.93. The reactants are CS(C)=O, CSc1nc(Cl)c(F)c(N(C)Cc2nccs2)n1, NN, O. Product: CSc1nc(NN)c(F)c(N(C)Cc2nccs2)n1. Reaction SMILES: [CH3:22][S:23]([CH3:24])=[O:25].[Cl:1][c:2]1[c:3]([F:18])[c:4]([N:10]([CH2:11][c:12]2[s:13][cH:14][cH:15][n:16]2)[CH3:17])[n:5][c:6]([S:8][CH3:9])[n:7]1.[NH2:20][NH2:21].[OH2:19]>>[c:2]1([NH:20][NH2:21])[c:3]([F:18])[c:4]([N:10]([CH2:11][c:12]2[s:13][cH:14][cH:15][n:16]2)[CH3:17])[n:5][c:6]([S:8][CH3:9])[n:7]1. Starting materials: zeolite, [Si]([O-])([O-])([O-])[O-].[Na+].[Na+].[Na+].[Na+] (sodium silicate), [Si](O)(O)(O)O (silicic acid), O=[Al-]=O.[Na+] (sodium aluminate), [OH-].[Na+] (sodium hydroxide). Procedure details: We found that P type zeolite can be synthesized by mixing sodium silicate or active silicic acid gel, sodium aluminate and sodium hydroxide under the following molar ratio conditions to form a gel of sodium alumino-silicate, homogenizing this gel and effecting crystallization at a temperature of 85° to 200° C. under atmospheric pressure or under hydrothermal conditions. P type Zeolite-Forming Ratios: RXN SMILES: [Si:1]([O-])([O-:4])([O-:3])[O-:2].[Na+:6].[Na+].[Na+].[Na+].[Si:10](O)([OH:13])([OH:12])[OH:11].O=[Al-:16]=O.[Na+].[OH-].[Na+]>>[O-:3][Si:1]([O-:4])=[O:2].[O-:12][Si:10]([O-:13])=[O:11].[Na+:6].[Al+3:16] |f:0.1.2.3.4,6.7,8.9,10.11.12.13|. The product is [O-][Si](=O)[O-].[O-][Si](=O)[O-].[Na+].[Al+3] (sodium alumino-silicate). Reaction SMILES: Cl[CH2:2][CH2:3][CH2:4][CH2:5][O:6][C:7]1[CH:8]=[C:9]([CH3:20])[C:10]2[NH:15][C:14](=[O:16])[O:13][C:12]([CH3:18])([CH3:17])[C:11]=2[CH:19]=1.[Cl:21][C:22]1[CH:23]=[C:24]([SH:29])[CH:25]=[CH:26][C:27]=1[Cl:28]>>[Cl:21][C:22]1[CH:23]=[C:24]([S:29][CH2:2][CH2:3][CH2:4][CH2:5][O:6][C:7]2[CH:8]=[C:9]([CH3:20])[C:10]3[NH:15][C:14](=[O:16])[O:13][C:12]([CH3:18])([CH3:17])[C:11]=3[CH:19]=2)[CH:25]=[CH:26][C:27]=1[Cl:28]. The reactants are ClCCCCOC=1C=C(C2=C(C(OC(N2)=O)(C)C)C1)C (6-(4-chlorobutoxy)-4,4,8-trimethyl-4H-3,1-benzoxazin-2-one), ClC=1C=C(C=CC1Cl)S (3,4-dichlorothiophenol). Product: ClC=1C=C(C=CC1Cl)SCCCCOC=1C=C(C2=C(C(OC(N2)=O)(C)C)C1)C (6-[4-(3,4-Dichloro-phenylmercapto)-butoxy]-4,4,8-trimethyl-4H-3,1-benzoxazin-2-one). Procedure: Prepared analogously to Example 1 from 6-(4-chlorobutoxy)-4,4,8-trimethyl-4H-3,1-benzoxazin-2-one and 3,4-dichlorothiophenol. The reactants are CO, O=[N+]([O-])c1ccc(F)cc1O. Product: Nc1ccc(F)cc1O. Reaction SMILES: [CH3:12][OH:13].[F:1][c:2]1[cH:3][cH:4][c:5]([N+:9]([O-:10])=[O:11])[c:6]([OH:8])[cH:7]1>>[F:1][c:2]1[cH:3][cH:4][c:5]([NH2:9])[c:6]([OH:8])[cH:7]1.